Dataset: the Open Reaction Database (ORD), a public repository of structured organic reaction records. Task: describe an organic reaction: reactants, conditions, products, and yield The reactants are Cl\C=C(\CN1C(C=2C(C1=O)=CC=CC2)=O)/C2=CC=CC=C2 ((E)-1-Chloro-2-phenyl-3-phthalimidopropene), O.NN (hydrazine hydrate), Cl (hydrochloric acid). Product: Cl.C1(=CC=CC=C1)/C(/CN)=C\Cl ((E)-2-phenyl-3-chloroallylamine hydrochloride). Isolated yield 99.7%. Solvent: CO (methanol). Reaction SMILES: [Cl:1]/[CH:2]=[C:3](\[C:16]1[CH:21]=[CH:20][CH:19]=[CH:18][CH:17]=1)/[CH2:4][N:5]1C(=O)C2=CC=CC=C2C1=O.O.NN.Cl>CO>[ClH:1].[C:16]1(/[C:3](=[CH:2]\[Cl:1])/[CH2:4][NH2:5])[CH:21]=[CH:20][CH:19]=[CH:18][CH:17]=1 |f:1.2,5.6|. Reported procedure: (E)-1-Chloro-2-phenyl-3-phthalimidopropene (445 mg) is treated as described for the Z-isomer with hydrazine hydrate (85 mg) in methanol (6 ml). Hydrolysis with 50% aqueous hydrochloric acid gives (E)-2-phenyl-3-chloroallylamine hydrochloride (152 mg): colorless needles; m.p. 185°-186°; The reactants are C1(CCCCC1)C=CC(=O)O (3-cylcohexyl-2-propenoic acid), S(=O)(Cl)Cl (thionyl chloride). The reagents and catalysts are CN(C)C=O (DMF). The solvent is ClCCl (dichloromethane). Yields the product C1(CCCCC1)C=CC(=O)Cl (3-Cylcohexyl-2-propenoyl chloride). Yield: 100.1%. Reaction SMILES: [CH:1]1([CH:7]=[CH:8][C:9]([OH:11])=O)[CH2:6][CH2:5][CH2:4][CH2:3][CH2:2]1.S(Cl)([Cl:14])=O>ClCCl.CN(C=O)C>[CH:1]1([CH:7]=[CH:8][C:9]([Cl:14])=[O:11])[CH2:6][CH2:5][CH2:4][CH2:3][CH2:2]1. Procedure: 4.22 g (27.3 mmol) of 3-cylcohexyl-2-propenoic acid are suspended in dichloromethane (30 ml), 5 drops of DMF are added and at RT 1.9 ml (164 mmol) of thionyl chloride are slowly added dropwise. The reaction mixture is heated to reflux for 2 h, cooled and concentrated to dryness on a rotary evaporator. The oily residue is taken up twice using toluene, concentrated to dryness and dried in vacuo. 4.72 g of product are obtained, which is directly reacted further. The reactants are O=C([O-])[O-], Cc1ccc2c(N3CCN(CCc4cccc(N)c4)CC3)cccc2n1, CC(=O)Nc1cccc(C(=O)CCl)c1, [K+], [K+], CN(C)C=O, O. Yields the product CC(=O)Nc1cccc(C(=O)CN2CCN(c3cccc4nc(C)ccc34)CC2)c1. Reaction SMILES: [C:27](=[O:28])([O-:29])[O-:30].[CH3:1][c:2]1[n:3][c:4]2[cH:5][cH:6][cH:7][c:8]([N:12]3[CH2:13][CH2:14][N:15]([CH2:18][CH2:19][c:20]4[cH:21][c:22]([NH2:26])[cH:23][cH:24][cH:25]4)[CH2:16][CH2:17]3)[c:9]2[cH:10][cH:11]1.[Cl:33][CH2:34][C:35](=[O:36])[c:37]1[cH:38][c:39]([NH:43][C:44]([CH3:45])=[O:46])[cH:40][cH:41][cH:42]1.[K+:31].[K+:32].[O:47]=[CH:48][N:49]([CH3:50])[CH3:51].[OH2:52]>>[CH3:1][c:2]1[n:3][c:4]2[cH:5][cH:6][cH:7][c:8]([N:12]3[CH2:13][CH2:14][N:15]([CH2:34][C:35](=[O:36])[c:37]4[cH:38][c:39]([NH:43][C:44]([CH3:45])=[O:46])[cH:40][cH:41][cH:42]4)[CH2:16][CH2:17]3)[c:9]2[cH:10][cH:11]1. Procedure details: A mixture of 9-(4-phenoxyphenyl)-3,4-dihydropyrazino[2,1-c][1,2,4]thiadiazine 2,2-dioxide (96.0 mg), and platinum(IV) oxide (15.0 mg) in EtOH (5 mL) was stirred at room temperature for 2.5 hr under H2. The mixture was added with NH silica gel, concentrated, purified by column chromatography (NH silica gel, eluted with MeOH in EtOAc), then recrystallized from EtOAc—IPE to give the title compound (32.0 mg) as white powder. Run in CCO (EtOH). Conditions: time 2.5 hour. Starting materials: O(C1=CC=CC=C1)C1=CC=C(C=C1)C1=NC=CN2C1=NS(CC2)(=O)=O (9-(4-phenoxyphenyl)-3,4-dihydropyrazino[2,1-c][1,2,4]thiadiazine 2,2-dioxide). The reagents and catalysts are [Pt](=O)=O (platinum(IV) oxide). The yield is 33.0%. Product: O(C1=CC=CC=C1)C1=CC=C(C=C1)C1NCCN2C1=NS(CC2)(=O)=O (9-(4-phenoxyphenyl)-3,4,6,7,8,9-hexahydropyrazino[2,1-c][1,2,4]thiadiazine 2,2-dioxide). Reaction SMILES: [O:1]([C:8]1[CH:13]=[CH:12][C:11]([C:14]2[C:19]3=[N:20][S:21](=[O:25])(=[O:24])[CH2:22][CH2:23][N:18]3[CH:17]=[CH:16][N:15]=2)=[CH:10][CH:9]=1)[C:2]1[CH:7]=[CH:6][CH:5]=[CH:4][CH:3]=1>CCO.[Pt](=O)=O>[O:1]([C:8]1[CH:13]=[CH:12][C:11]([CH:14]2[C:19]3=[N:20][S:21](=[O:25])(=[O:24])[CH2:22][CH2:23][N:18]3[CH2:17][CH2:16][NH:15]2)=[CH:10][CH:9]=1)[C:2]1[CH:3]=[CH:4][CH:5]=[CH:6][CH:7]=1. The reactants are CCOP(C)(=O)CCC(=O)c1ccc(C(=O)Nc2cc(-c3cccs3)ccc2NC(=O)OC(C)(C)C)cc1, ClCCl, [Na+], O=C([O-])O. Yields the product CCOP(C)(=O)CCC(=O)c1ccc(C(=O)Nc2cc(-c3cccs3)ccc2N)cc1. As a reaction SMILES: [CH3:1][C:2]([O:3][C:4](=[O:5])[NH:8][c:9]1[c:10]([NH:20][C:21](=[O:22])[c:23]2[cH:24][cH:25][c:26]([C:29]([CH2:30][CH2:31][P:32]([O:33][CH2:34][CH3:35])(=[O:36])[CH3:37])=[O:38])[cH:27][cH:28]2)[cH:11][c:12](-[c:15]2[s:16][cH:17][cH:18][cH:19]2)[cH:13][cH:14]1)([CH3:6])[CH3:7].[Cl:44][CH2:45][Cl:46].[Na+:43].[O-:39][C:40]([OH:41])=[O:42]>>[NH2:8][c:9]1[c:10]([NH:20][C:21](=[O:22])[c:23]2[cH:24][cH:25][c:26]([C:29]([CH2:30][CH2:31][P:32]([O:33][CH2:34][CH3:35])(=[O:36])[CH3:37])=[O:38])[cH:27][cH:28]2)[cH:11][c:12](-[c:15]2[s:16][cH:17][cH:18][cH:19]2)[cH:13][cH:14]1. Reactants: FC1=C(C#N)C=C(C=C1)F (2,5-difluorobenzonitrile), N1CCCCC1 (piperidine), ClC1CCN(CC1)C (4-chloro-N-methylpiperidine), Mg, BrCC (bromoethane), [NH4+].[Cl-].O (NH4Cl H2O). The solvent is O1CCCC1 (THF), O1CCCC1 (THF), O1CCCC1 (tetrahydrofuran). Reaction conditions: time 65 hour. The product is FC1=C(C(=O)C2CCN(CC2)C)C=C(C=C1)F (4-(2,5-difluorobenzoyl)-1-methylpiperidine). The yield is 66.5%. RXN SMILES: BrCC.Cl[CH:5]1[CH2:10][CH2:9][N:8]([CH3:11])[CH2:7][CH2:6]1.N1CCCCC1.[F:18][C:19]1[CH:26]=[CH:25][C:24]([F:27])=[CH:23][C:20]=1[C:21]#N.[NH4+].[Cl-].[OH2:30]>O1CCCC1>[F:18][C:19]1[CH:26]=[CH:25][C:24]([F:27])=[CH:23][C:20]=1[C:21]([CH:5]1[CH2:10][CH2:9][N:8]([CH3:11])[CH2:7][CH2:6]1)=[O:30] |f:4.5.6|. Reported procedure: To a stirred suspension of Mg (9.62 g, 0.40 moles) in tetrahydrofuran (THF) (45 ml) was added a few ml of bromoethane to initiate the reaction followed by dropwise addition of freshly distilled 4-chloro-N-methylpiperidine (42.3 g, 6.32 moles) in THF (140 ml). The reaction was initiated with a high intensity heat gun and controlled by the rate of addition of the piperidine. After the addition was complete, the reaction was refluxed for 1 hour. Next 2,5-difluorobenzonitrile (48.2 g, 0.318 moles) i...